Task: describe an organic reaction: reactants, conditions, products, and yield. Dataset: the Open Reaction Database (ORD), a public repository of structured organic reaction records The solvent is O1CCOCC1 (1,4-dioxan), CO (methanol). RXN SMILES: [CH:1]1([CH2:4][N:5]2[C:13]3[CH:12]=[CH:11][CH:10]=[CH:9][C:8]=3[C:7]3[CH2:14][N:15](C(OC(C)(C)C)=O)[CH2:16][CH2:17][C:6]2=3)[CH2:3][CH2:2]1.[ClH:25]>CO.O1CCOCC1>[ClH:25].[CH:1]1([CH2:4][N:5]2[C:13]3[CH:12]=[CH:11][CH:10]=[CH:9][C:8]=3[C:7]3[CH2:14][NH:15][CH2:16][CH2:17][C:6]2=3)[CH2:2][CH2:3]1.[ClH:25] |f:4.5|. Reactants: Cl (HCl), C1(CC1)CN1C2=C(C=3C=CC=CC13)CN(CC2)C(=O)OC(C)(C)C (tert-Butyl 5-cyclopropylmethyl-1,3,4,5-tetrahydro-2H-pyrido[4,3-b]indole-2-carboxylate). Reported procedure: tert-Butyl 5-cyclopropylmethyl-1,3,4,5-tetrahydro-2H-pyrido[4,3-b]indole-2-carboxylate (440 mg, 1.35 mmol) was dissolved in methanol (15 mL). 4N HCl in 1,4-dioxan (1.5 mL) was added and the mixture stirred at room temperature overnight. The solution was concentrated in vacuo, azeotroped once with toluene to give 5-cyclopropylmethyl-2,3,4,5-tetrahydro-1H-pyrido[4,3-b]indole hydrochloride as an off white solid (374 mg, 100% assuming HCl salt). The product is Cl.C1(CC1)CN1C2=C(C=3C=CC=CC13)CNCC2 (5-cyclopropylmethyl-2,3,4,5-tetrahydro-1H-pyrido[4,3-b]indole hydrochloride), Cl (HCl). Reaction conditions: time 8 hour. The reactants are C(#N)C1=CC=C(C=C1)NC(CC(CC(=O)O)C)=O (5-(4-cyanophenylamino)-3-methyl-5-oxopentanoic acid), B.C1CCOC1 (borane THF), O (water). The solvent is C1CCOC1 (THF). Run at time 14 hour. Product: C(#N)C1=CC=C(C=C1)NC(CC(CCO)C)=O (N-(4-cyanophenyl)-5-hydroxy-3-methylpentanamide). Yield: 46.9%. As a reaction SMILES: [C:1]([C:3]1[CH:8]=[CH:7][C:6]([NH:9][C:10](=[O:18])[CH2:11][CH:12]([CH3:17])[CH2:13][C:14](O)=[O:15])=[CH:5][CH:4]=1)#[N:2].B.C1COCC1.O>C1COCC1>[C:1]([C:3]1[CH:4]=[CH:5][C:6]([NH:9][C:10](=[O:18])[CH2:11][CH:12]([CH3:17])[CH2:13][CH2:14][OH:15])=[CH:7][CH:8]=1)#[N:2] |f:1.2|. Procedure: To a solution of 5-(4-cyanophenylamino)-3-methyl-5-oxopentanoic acid (1.00 g, 4.06 mmol) in THF (15 mL) was added borane-THF complex (1.2M, THF solution 6.77 mL, 8.12 mmol) under ice-cooling. The mixture was stirred at room temperature for 14 hr, and the reaction mixture was poured into water. The mixture was extracted with ethyl acetate, the organic layer was washed with water and saturated brine, and dried, and the solvent was evaporated under reduced pressure. The obtained residue was purifie... Starting materials: NC=1SC(=C(N1)C=1C(=C(C=CC1F)N(S(=O)(=O)C1=C(C=CC(=C1)F)F)COC)F)C1=CC=NC=C1 (N-{3-[2-amino-5-(pyridin-4-yl)-1,3-thiazol-4-yl]-2,4-difluorophenyl}-2,5-difluoro-N-(methoxymethyl)benzenesulfonamide), C(C)N=C=O (ethylisocyanate). Run in O1CCOCC1 (1,4-dioxane). Run at temperature 80 celsius, time 18 hour. Yields the product C(C)NC(=O)NC=1SC(=C(N1)C=1C(=C(C=CC1F)N(S(=O)(=O)C1=C(C=CC(=C1)F)F)COC)F)C1=CC=NC=C1 (N-(3-{2-[(ethylcarbamoyl)amino]-5-(pyridin-4-yl)-1,3-thiazol-4-yl}-2,4-difluorophenyl)-2,5-difluoro-N-(methoxymethyl)benzenesulfonamide). RXN SMILES: [NH2:1][C:2]1[S:3][C:4]([C:30]2[CH:35]=[CH:34][N:33]=[CH:32][CH:31]=2)=[C:5]([C:7]2[C:8]([F:29])=[C:9]([N:14]([CH2:26][O:27][CH3:28])[S:15]([C:18]3[CH:23]=[C:22]([F:24])[CH:21]=[CH:20][C:19]=3[F:25])(=[O:17])=[O:16])[CH:10]=[CH:11][C:12]=2[F:13])[N:6]=1.[CH2:36]([N:38]=[C:39]=[O:40])[CH3:37]>O1CCOCC1>[CH2:36]([NH:38][C:39]([NH:1][C:2]1[S:3][C:4]([C:30]2[CH:31]=[CH:32][N:33]=[CH:34][CH:35]=2)=[C:5]([C:7]2[C:8]([F:29])=[C:9]([N:14]([CH2:26][O:27][CH3:28])[S:15]([C:18]3[CH:23]=[C:22]([F:24])[CH:21]=[CH:20][C:19]=3[F:25])(=[O:17])=[O:16])[CH:10]=[CH:11][C:12]=2[F:13])[N:6]=1)=[O:40])[CH3:37]. Procedure: N-{3-[2-amino-5-(pyridin-4-yl)-1,3-thiazol-4-yl]-2,4-difluorophenyl}-2,5-difluoro-N-(methoxymethyl)benzenesulfonamide (prepared as described in Example 3, 50 mg, 0.1 mmol) was dissolved in 2 mL of dry 1,4-dioxane and a total amount of 320 μL (4 mmol) of ethylisocyanate were added portionwise until the reaction was complete. The solution was heated at 80° C. under stirring for 18 h. The solvent was then removed and the residue taken up with DCM and washed with water. The organic phase was dried o... Starting materials: CCCCCCCCCCCCCCOc1ccccc1CBr, CC(=O)NCc1ccccn1. The product is CCCCCCCCCCCCCCOc1ccccc1CN(Cc1ccccn1)C(C)=O. As a reaction SMILES: [Br:1][CH2:2][c:3]1[c:4]([O:9][CH2:10][CH2:11][CH2:12][CH2:13][CH2:14][CH2:15][CH2:16][CH2:17][CH2:18][CH2:19][CH2:20][CH2:21][CH2:22][CH3:23])[cH:5][cH:6][cH:7][cH:8]1.[n:24]1[c:25]([CH2:30][NH:31][C:32]([CH3:33])=[O:34])[cH:26][cH:27][cH:28][cH:29]1>>[CH2:2]([c:3]1[c:4]([O:9][CH2:10][CH2:11][CH2:12][CH2:13][CH2:14][CH2:15][CH2:16][CH2:17][CH2:18][CH2:19][CH2:20][CH2:21][CH2:22][CH3:23])[cH:5][cH:6][cH:7][cH:8]1)[N:31]([CH2:30][c:25]1[n:24][cH:29][cH:28][cH:27][cH:26]1)[C:32]([CH3:33])=[O:34]. Reactants: C1=CC(=CC=C1C(=O)/C(=N/O)/Cl)Cl (4-chlorophenylglyoxylohydroxamyl chloride). Solvent: C(CC#C)O (3-butyn-1-ol). The product is ClC1=CC=C(C(=O)C2=NOC(=C2)CCO)C=C1 (2-[3-(4-Chlorobenzoyl)isoxazol-5-yl]ethanol). The yield is 245.5%. RXN SMILES: [CH:1]1[C:6]([C:7](/[C:9](/Cl)=[N:10]/[OH:11])=[O:8])=[CH:5][CH:4]=[C:3]([Cl:13])[CH:2]=1>C(O)CC#C>[Cl:13][C:3]1[CH:4]=[CH:5][C:6]([C:7]([C:9]2[CH:4]=[C:5]([CH2:6][CH2:7][OH:8])[O:11][N:10]=2)=[O:8])=[CH:1][CH:2]=1. Procedure details: A solution of 12 g of 4-chlorophenylglyoxylohydroxamyl chloride in 30 g of 3-butyn-1-ol was refluxed under N2 for 2.5 hours. Concentration of the product on a rotovapor under high vacuum gave 17 g of an oil. Purification by high pressure liquid chromatography with 5% ethyl acetate/CH2Cl2 yielded 11.8 g (85%) of an oil which solidified on standing, m.p. 59°-62°. The solvent is C(C)(=O)O (acetic acid). RXN SMILES: [CH3:1][C@@:2]12[C@@H:10]([C@H:11]([CH3:19])/[CH:12]=[CH:13]/[C@H:14]([CH3:18])[CH:15]([CH3:17])[CH3:16])[CH2:9][CH2:8][C@H:7]1[C@@H:6]([OH:20])[CH2:5][CH2:4][CH2:3]2>C(O)(=O)C.[Pt]>[CH3:1][C@@:2]12[C@@H:10]([C@H:11]([CH3:19])[CH2:12][CH2:13][C@H:14]([CH3:18])[CH:15]([CH3:16])[CH3:17])[CH2:9][CH2:8][C@H:7]1[C@@H:6]([OH:20])[CH2:5][CH2:4][CH2:3]2. Reactants: C[C@@]12CCC[C@@H]([C@@H]2CC[C@@H]1[C@@H](\C=C\[C@@H](C(C)C)C)C)O ((1R,3aR,4S,7aR)-7a-methyl-1-[(1R,2E,4R)-1,4,5-trimethylhex-2-enyl]octahydro-1H-inden-4-ol). The reagents and catalysts are [Pt] (platinum on carbon). Yields the product C[C@@]12CCC[C@@H]([C@@H]2CC[C@@H]1[C@@H](CC[C@@H](C(C)C)C)C)O ((1R,3aR,4S,7aR)-7a-methyl-1-[(1R,4S)-1,4,5-trimethylhexyl]octahydro-1H-inden-4-ol). Procedure: The compound of Example 7A (400 mg, 1.4 mmol) was dissolved in 20 mL of acetic acid and hydrogenated using a 10% platinum on carbon catalyst. After purging with nitrogen and filtering to remove catalyst, the solvent was removed in vacuo, and the residue was partitioned between ethyl acetate and saturated aqueous sodium bicarbonate. The organic phase was washed with brine and dried over sodium sulfate. The solvents were removed in vacuo, and the residue was purified by chromatography on an Analog... Yields the product [Br-], Nc1cc[n+](Cc2ccc(OCC(c3ccccc3)c3ccccc3)cc2)cc1. Reaction SMILES: [CH3:31][C:32]#[N:33].[NH2:24][c:25]1[cH:26][cH:27][n:28][cH:29][cH:30]1.[c:1]1([CH:7]([CH2:8][O:9][c:10]2[cH:11][cH:12][c:13]([CH2:14][Br:15])[cH:16][cH:17]2)[c:18]2[cH:19][cH:20][cH:21][cH:22][cH:23]2)[cH:2][cH:3][cH:4][cH:5][cH:6]1>>[Br-:15].[c:1]1([CH:7]([CH2:8][O:9][c:10]2[cH:11][cH:12][c:13]([CH2:14][n+:28]3[cH:27][cH:26][c:25]([NH2:24])[cH:30][cH:29]3)[cH:16][cH:17]2)[c:18]2[cH:19][cH:20][cH:21][cH:22][cH:23]2)[cH:2][cH:3][cH:4][cH:5][cH:6]1. Starting materials: CC#N, Nc1ccncc1, BrCc1ccc(OCC(c2ccccc2)c2ccccc2)cc1.